From a dataset of the Open Reaction Database (ORD), a public repository of structured organic reaction records. describe an organic reaction: reactants, conditions, products, and yield The reactants are C[O-], COC(=O)OC, Cc1cc2c(cc1C)C(=O)CCCO2, [Na+]. Yields the product COC(=O)C1CCOc2cc(C)c(C)cc2C1=O. RXN SMILES: [CH3:15][O-:16].[CH3:18][O:19][C:20](=[O:21])[O:22][CH3:23].[CH3:1][c:2]1[c:3]([CH3:14])[cH:4][c:5]2[c:6]([cH:13]1)[C:7](=[O:12])[CH2:8][CH2:9][CH2:10][O:11]2.[Na+:17]>>[CH3:1][c:2]1[c:3]([CH3:14])[cH:4][c:5]2[c:6]([cH:13]1)[C:7](=[O:12])[CH:8]([C:20]([O:19][CH3:18])=[O:21])[CH2:9][CH2:10][O:11]2. Procedure details: A mixture of 2-(4-chlorobenzylidene)quinuclidin-3-one (35.0 g), potassium hydroxide (15.0 g) and hydrazine hydrate (11.0 cm3) in ethylene glycol(100 cm3) was heated at 110° C. for 15 minutes to produce a dear, dark brown solution. Hydrazine hydrate and water were distilled from the solution over 1 hour at 110° C. to 195° C. The brown solution was then heated at reflux for 3 hours. The mixture was cooled to room temperature and diluted with water (300 cm3). The resulting white precipitate was col... As a reaction SMILES: [Cl:1][C:2]1[CH:17]=[CH:16][C:5]([CH:6]=[C:7]2[C:12](=O)[CH:11]3[CH2:14][CH2:15][N:8]2[CH2:9][CH2:10]3)=[CH:4][CH:3]=1.[OH-].[K+].O.[NH2:21][NH2:22]>C(O)CO>[NH:8]1[CH2:15][CH2:14][CH:11]([C:12]2[CH:7]=[C:6]([C:5]3[CH:16]=[CH:17][C:2]([Cl:1])=[CH:3][CH:4]=3)[NH:22][N:21]=2)[CH2:10][CH2:9]1 |f:1.2,3.4|. Yield: 85.0%. The solvent is C(CO)O (ethylene glycol). Run at temperature 110 celsius. Yields the product N1CCC(CC1)C1=NNC(=C1)C1=CC=C(C=C1)Cl (3-(4-Piperidinyl)-5-(4-chlorophenyl)pyrazole). The reactants are ClC1=CC=C(C=C2N3CCC(C2=O)CC3)C=C1 (2-(4-chlorobenzylidene)quinuclidin-3-one), [OH-].[K+] (potassium hydroxide), O.NN (hydrazine hydrate).